This data is from the Open Reaction Database (ORD), a public repository of structured organic reaction records. The task is: describe an organic reaction: reactants, conditions, products, and yield Starting materials: CS(C)=O, COc1cccc(CC2c3c(cc(OC)c(OC)c3O)CCN2C=O)c1, ClCc1cccc(CCl)c1, Cl, [H-], [Na+], O. Yields the product COc1cccc(CC2c3c(cc(OC)c(OC)c3OCc3cccc(CCl)c3)CCN2C=O)c1. Reaction SMILES: [CH3:40][S:41](=[O:42])[CH3:43].[CH:3](=[O:4])[N:5]1[CH:6]([CH2:20][c:21]2[cH:22][c:23]([O:27][CH3:28])[cH:24][cH:25][cH:26]2)[c:7]2[c:8]([OH:19])[c:9]([O:17][CH3:18])[c:10]([O:15][CH3:16])[cH:11][c:12]2[CH2:13][CH2:14]1.[Cl:30][CH2:31][c:32]1[cH:33][c:34]([CH2:38][Cl:39])[cH:35][cH:36][cH:37]1.[ClH:29].[H-:1].[Na+:2].[OH2:44]>>[CH:3](=[O:4])[N:5]1[CH:6]([CH2:20][c:21]2[cH:22][c:23]([O:27][CH3:28])[cH:24][cH:25][cH:26]2)[c:7]2[c:8]([O:19][CH2:38][c:34]3[cH:33][c:32]([CH2:31][Cl:30])[cH:37][cH:36][cH:35]3)[c:9]([O:17][CH3:18])[c:10]([O:15][CH3:16])[cH:11][c:12]2[CH2:13][CH2:14]1. Reported procedure: N,N-Dimethyl-[5-(1-benzoylpiperidine-4-carbonyl)-4,5,6,7-tetrahydrofuro[3,2-c]pyridin-2-ylmethyl]amine 0.242 g was dissolved in 2 ml of methanol; hydrogen chloride in ethyl acetate was added in excess, followed by stirring. This mixture was concentrated and washed with diethyl ether to yield the desired product. Yields the product Cl.CN(C)CC1=CC=2CN(CCC2O1)C(=O)C1CCN(CC1)C(C1=CC=CC=C1)=O (N,N-dimethyl-[5-(1-benzoylpiperidine-4-carbonyl)-4,5,6,7-tetrahydrofuro[3,2-c]pyridin-2-ylmethyl]amine hydrochloride). RXN SMILES: [CH3:1][N:2]([CH2:4][C:5]1[O:13][C:12]2[CH2:11][CH2:10][N:9]([C:14]([CH:16]3[CH2:21][CH2:20][N:19]([C:22](=[O:29])[C:23]4[CH:28]=[CH:27][CH:26]=[CH:25][CH:24]=4)[CH2:18][CH2:17]3)=[O:15])[CH2:8][C:7]=2[CH:6]=1)[CH3:3].[ClH:30]>CO.C(OCC)(=O)C>[ClH:30].[CH3:3][N:2]([CH2:4][C:5]1[O:13][C:12]2[CH2:11][CH2:10][N:9]([C:14]([CH:16]3[CH2:21][CH2:20][N:19]([C:22](=[O:29])[C:23]4[CH:24]=[CH:25][CH:26]=[CH:27][CH:28]=4)[CH2:18][CH2:17]3)=[O:15])[CH2:8][C:7]=2[CH:6]=1)[CH3:1] |f:4.5|. Run in CO (methanol), C(C)(=O)OCC (ethyl acetate). Reactants: CN(C)CC1=CC=2CN(CCC2O1)C(=O)C1CCN(CC1)C(C1=CC=CC=C1)=O (N,N-Dimethyl-[5-(1-benzoylpiperidine-4-carbonyl)-4,5,6,7-tetrahydrofuro[3,2-c]pyridin-2-ylmethyl]amine), Cl (hydrogen chloride). Starting materials: ClC1=C2N=CN(C2=NC=N1)C=1C=C(C(=O)NC2CC2)C=CC1C (3-(6-chloro-purin-9-yl)-N-cyclopropyl-4-methyl-benzamide), NC1=CC=CC=C1 (aniline). The solvent is O1CCOCC1 (dioxane). Conditions: temperature 140 celsius. Product: C1(CC1)NC(C1=CC(=C(C=C1)C)N1C2=NC=NC(=C2N=C1)NC1=CC=CC=C1)=O (N-Cyclopropyl-4-methyl-3-(6-phenylamino-purin-9-yl)-benzamide). Yield: 46.6%. Reaction SMILES: Cl[C:2]1[N:10]=[CH:9][N:8]=[C:7]2[C:3]=1[N:4]=[CH:5][N:6]2[C:11]1[CH:12]=[C:13]([CH:20]=[CH:21][C:22]=1[CH3:23])[C:14]([NH:16][CH:17]1[CH2:19][CH2:18]1)=[O:15].[NH2:24][C:25]1[CH:30]=[CH:29][CH:28]=[CH:27][CH:26]=1>O1CCOCC1>[CH:17]1([NH:16][C:14](=[O:15])[C:13]2[CH:20]=[CH:21][C:22]([CH3:23])=[C:11]([N:6]3[CH:5]=[N:4][C:3]4[C:7]3=[N:8][CH:9]=[N:10][C:2]=4[NH:24][C:25]3[CH:30]=[CH:29][CH:28]=[CH:27][CH:26]=3)[CH:12]=2)[CH2:19][CH2:18]1. Procedure: The mixture of 3-(6-chloro-purin-9-yl)-N-cyclopropyl-4-methyl-benzamide (10 mg, 0.029 mmol) and aniline (14 mg, 0.15 mmol) in 0.2 mL of dioxane was heated with microwave at 140° C. for 20 minutes. It was then cooled to RT and purified by HPLC give the title compound as an off-white solid (5.2 mg, 46%). HPLC tR=2.09 min; MS m/z 385 [M+H]+. Starting materials: FC(C(=O)O)(F)F.C(CCC)OC1=NC(=C2N=C(NC2=N1)OC)N (2-Butoxy-8-methoxy-9H-purin-6-amine trifluoroacetate salt), C([O-])([O-])=O.[K+].[K+] (potassium carbonate), BrCCC1CCOCC1 (4-(2-bromoethyl)tetrahydro-2H-pyran). Solvent: CN(C=O)C (N,N-dimethylformamide). Run at temperature 60 celsius. Yields the product C(CCC)OC1=NC(=C2N=C(N(C2=N1)CCC1CCOCC1)OC)N (2-Butoxy-8-methoxy-9-[2-(tetrahydro-2H-pyran-4-yl)ethyl]-9H-purin-6-amine). The yield is 55.8%. Reaction SMILES: FC(F)(F)C(O)=O.[CH2:8]([O:12][C:13]1[N:21]=[C:20]2[C:16]([N:17]=[C:18]([O:22][CH3:23])[NH:19]2)=[C:15]([NH2:24])[N:14]=1)[CH2:9][CH2:10][CH3:11].C(=O)([O-])[O-].[K+].[K+].Br[CH2:32][CH2:33][CH:34]1[CH2:39][CH2:38][O:37][CH2:36][CH2:35]1>CN(C)C=O>[CH2:8]([O:12][C:13]1[N:21]=[C:20]2[C:16]([N:17]=[C:18]([O:22][CH3:23])[N:19]2[CH2:32][CH2:33][CH:34]2[CH2:39][CH2:38][O:37][CH2:36][CH2:35]2)=[C:15]([NH2:24])[N:14]=1)[CH2:9][CH2:10][CH3:11] |f:0.1,2.3.4|. Procedure: 2-Butoxy-8-methoxy-9H-purin-6-amine trifluoroacetate salt (0.2 g) in anhydrous N,N-dimethylformamide (5 mL) was treated with anhydrous potassium carbonate (0.315 g) and then heated to 60° C. for 1 hour. On cooling to room temperature, to the above was added 4-(2-bromoethyl)tetrahydro-2H-pyran (0.110 g) and the reaction was warmed to 50° C., overnight. The reaction mixture was quenched with water (5 mL) and extracted into ethyl acetate (3 times, 100 mL combined total volume). The separated organi...